From a dataset of the Open Reaction Database (ORD), a public repository of structured organic reaction records. describe an organic reaction: reactants, conditions, products, and yield Starting materials: O=C(O)c1cnc2cc3c(cc2c1O)OCO3, c1ccc2ncccc2c1. As a reaction SMILES: [OH:1][c:2]1[c:3]([C:15]([OH:16])=[O:17])[cH:4][n:5][c:6]2[cH:7][c:8]3[c:9]([cH:10][c:11]12)[O:12][CH2:13][O:14]3.[cH:18]1[cH:19][c:20]2[c:21]([n:22][cH:23][cH:24][cH:25]2)[cH:26][cH:27]1>>[OH:1][c:2]1[cH:3][cH:4][n:5][c:6]2[cH:7][c:8]3[c:9]([cH:10][c:11]12)[O:12][CH2:13][O:14]3. The product is Oc1ccnc2cc3c(cc12)OCO3. Yields the product CCOC(=O)Cc1cn(-c2ccccc2)c2ccccc12. The reactants are CCO, O, CCOC(=O)C(=O)c1cn(-c2ccccc2)c2ccccc12. RXN SMILES: [CH3:23][CH2:24][OH:25].[OH2:26].[c:1]1(-[n:7]2[cH:8][c:9]([C:16]([C:17](=[O:18])[O:19][CH2:20][CH3:21])=[O:22])[c:10]3[cH:11][cH:12][cH:13][cH:14][c:15]23)[cH:2][cH:3][cH:4][cH:5][cH:6]1>>[c:1]1(-[n:7]2[cH:8][c:9]([CH2:16][C:17](=[O:18])[O:19][CH2:20][CH3:21])[c:10]3[cH:11][cH:12][cH:13][cH:14][c:15]23)[cH:2][cH:3][cH:4][cH:5][cH:6]1. Reactants: CC1=C(C=CC=C1C)C(=O)N=C=S (2,3-Dimethyl-1-benzenecarbonyl isothiocyanate), S(=O)(Cl)Cl (thionyl chloride), CC1=C(C(=O)O)C=CC=C1C (2,3-dimethylbenzoic acid), CC1=C(C=CC=C1C)C(=O)Cl (2,3-dimethyl-1-benzenecarbonyl chloride), ClC=1C=C(N)C=CC1OC1=CC=NC2=CC(=C(C=C12)OC)OC (3-Chloro-4-[(6,7-dimethoxy-4-quinolyl)oxy]aniline). Run in C(C)O (ethanol), C1(=CC=CC=C1)C (Toluene), C(C)O (ethanol), C1(=CC=CC=C1)C (toluene). Reaction conditions: temperature 100 celsius, time 2 hour. The product is ClC=1C=C(C=CC1OC1=CC=NC2=CC(=C(C=C12)OC)OC)NC(=S)NC(C1=C(C(=CC=C1)C)C)=O (N-{3-Chloro-4-[(6,7-dimethoxy-4-quinolyl)oxy]phenyl}-N′-(2,3-dimethylbenzoyl)thiourea). Isolated yield 96.0%. As a reaction SMILES: S(Cl)(Cl)=O.CC1C(C)=CC=CC=1C(O)=O.CC1C(C)=CC=CC=1C(Cl)=O.[CH3:27][C:28]1[C:33]([CH3:34])=[CH:32][CH:31]=[CH:30][C:29]=1[C:35]([N:37]=[C:38]=[S:39])=[O:36].[Cl:40][C:41]1[CH:42]=[C:43]([CH:45]=[CH:46][C:47]=1[O:48][C:49]1[C:58]2[C:53](=[CH:54][C:55]([O:61][CH3:62])=[C:56]([O:59][CH3:60])[CH:57]=2)[N:52]=[CH:51][CH:50]=1)[NH2:44]>C(O)C.C1(C)C=CC=CC=1>[Cl:40][C:41]1[CH:42]=[C:43]([NH:44][C:38]([NH:37][C:35](=[O:36])[C:29]2[CH:30]=[CH:31][CH:32]=[C:33]([CH3:34])[C:28]=2[CH3:27])=[S:39])[CH:45]=[CH:46][C:47]=1[O:48][C:49]1[C:58]2[C:53](=[CH:54][C:55]([O:61][CH3:62])=[C:56]([O:59][CH3:60])[CH:57]=2)[N:52]=[CH:51][CH:50]=1. Procedure details: Toluene (20 ml) and thionyl chloride (1 ml) were added to commercially available 2,3-dimethylbenzoic acid (80 mg), and the mixture was heated at 100° C. for one hr. The solvent was removed by distillation, and 2,3-dimethyl-1-benzenecarbonyl isothiocyanate was prepared using the resultant 2,3-dimethyl-1-benzenecarbonyl chloride as a starting compound according to the description of the literature. 2,3-Dimethyl-1-benzenecarbonyl isothiocyanate was dissolved in ethanol (1 ml) to prepare a solution.... The reactants are C[O-].[Na+] (Sodium methoxide), C(C1=CC=CC=C1)(=O)OC[C@H]1C[C@H](CC[C@@H]1COC(C1=CC=CC=C1)=O)N1C2=NC=NC(=C2N=C1)N (9-[(1S,3S,4S)-3,4-bis(benzoyloxymethyl)cyclohexyl]-adenine), Cl (hydrochloric acid). Solvent: CO (methanol). Reaction conditions: time 8 hour. The product is OC[C@H]1C[C@H](CC[C@@H]1CO)N1C2=NC=NC(=C2N=C1)N (9-[(1S,3S,4S)-3,4-bis(hydroxymethyl)-cyclohexyl]-adenine). The yield is 0.1%. As a reaction SMILES: C[O-].[Na+].C([O:12][CH2:13][C@@H:14]1[C@@H:19]([CH2:20][O:21]C(=O)C2C=CC=CC=2)[CH2:18][CH2:17][C@H:16]([N:30]2[CH:38]=[N:37][C:36]3[C:31]2=[N:32][CH:33]=[N:34][C:35]=3[NH2:39])[CH2:15]1)(=O)C1C=CC=CC=1.Cl>CO>[OH:12][CH2:13][C@@H:14]1[C@@H:19]([CH2:20][OH:21])[CH2:18][CH2:17][C@H:16]([N:30]2[CH:38]=[N:37][C:36]3[C:31]2=[N:32][CH:33]=[N:34][C:35]=3[NH2:39])[CH2:15]1 |f:0.1|. Procedure: Sodium methoxide (2.7 mg, 0.55 mole) was added to a solution of 9-[(1S,3S,4S)-3,4-bis(benzoyloxymethyl)cyclohexyl]-adenine (25 mg, 0.05 mole) in anhydrous methanol (2 ml) under cooling with ice. After stirring the mixture at room temperature overnight, the reaction mixture was neutralized with dilute hydrochloric acid and the solvent was distilled off under reduced pressure. Then, ethyl ether and water were added to the residue, the ethyl ether layer was removed, and the water was distilled off.... Starting materials: CC1(CO)CCC(c2ccc(O)cc2)=C(c2ccc(O)cc2)C1, CN(C)CCCl, [H-], [Na+], CN(C)C=O. The product is CN(C)CCOc1ccc(C2=C(c3ccc(O)cc3)CCC(C)(CO)C2)cc1. RXN SMILES: [CH3:1][C:2]1([CH2:22][OH:23])[CH2:3][C:4]([c:15]2[cH:16][cH:17][c:18]([OH:21])[cH:19][cH:20]2)=[C:5]([c:8]2[cH:9][cH:10][c:11]([OH:14])[cH:12][cH:13]2)[CH2:6][CH2:7]1.[Cl:26][CH2:27][CH2:28][N:29]([CH3:30])[CH3:31].[H-:25].[Na+:24].[O:32]=[CH:33][N:34]([CH3:35])[CH3:36]>>[CH3:1][C:2]1([CH2:22][OH:23])[CH2:3][C:4]([c:15]2[cH:16][cH:17][c:18]([O:21][CH2:27][CH2:28][N:29]([CH3:30])[CH3:31])[cH:19][cH:20]2)=[C:5]([c:8]2[cH:9][cH:10][c:11]([OH:14])[cH:12][cH:13]2)[CH2:6][CH2:7]1.